From a dataset of the Open Reaction Database (ORD), a public repository of structured organic reaction records. describe an organic reaction: reactants, conditions, products, and yield The reactants are OCCCBr, O=C([O-])[O-], C#CCN1CCNCC1, CCOCC, CC#N, [K+], [K+]. Product: C#CCN1CCN(CCCO)CC1. As a reaction SMILES: [Br:16][CH2:17][CH2:18][CH2:19][OH:20].[C:10](=[O:11])([O-:12])[O-:13].[CH2:1]([C:2]#[CH:3])[N:4]1[CH2:5][CH2:6][NH:7][CH2:8][CH2:9]1.[CH3:21][CH2:22][O:23][CH2:24][CH3:25].[CH3:26][C:27]#[N:28].[K+:14].[K+:15]>>[CH2:1]([C:2]#[CH:3])[N:4]1[CH2:5][CH2:6][N:7]([CH2:17][CH2:18][CH2:19][OH:20])[CH2:8][CH2:9]1. Reactants: BrC1=CC=C(C=C1)CCCO (4-bromobenzenepropanol), cuprous cyanide, cuprous iodide, CN1C(CCC1)=O (N-methyl-2-pyrrolidone), ferric chloride hexahydrate. Solvent: Cl (hydrochloric acid). Product: OCCCC1=CC=C(C#N)C=C1 (4-(3-Hydroxypropyl)benzonitrile). RXN SMILES: Br[C:2]1[CH:7]=[CH:6][C:5]([CH2:8][CH2:9][CH2:10][OH:11])=[CH:4][CH:3]=1.[CH3:12][N:13]1CCCC1=O>Cl>[OH:11][CH2:10][CH2:9][CH2:8][C:5]1[CH:6]=[CH:7][C:2]([C:12]#[N:13])=[CH:3][CH:4]=1. Procedure: A mixture of 4-bromobenzenepropanol (9.0 g), cuprous cyanide (4.5 g), cuprous iodide (20 mg), and N-methyl-2-pyrrolidone (20 ml) was heated at 180°-190° for 4 h and poured into a solution of ferric chloride hexahydrate (4.5 g) in hydrochloric acid (2 M; 30 ml). The mixture was heated at 70°-80° for 15 min and extracted with EA (3×100 ml). The extract was washed with hydrochloric acid (2 M; 50 ml), water (50 ml), and aqueous sodium hydroxide (2 M; 50 ml), dried and evaporated. The residue was pur... Reactants: OCC(=O)[C@@H](O)[C@H](O)[C@H](O)CO (D-fructose), NC(CO)C(=O)O (DL-serine). The reagents and catalysts are [Ni] (Raney nickel). Product: OCC(C(C(C(CO)O)O)O)NC(CO)C(=O)O (N-(1,3,4,5,6-pentahydroxy-2-hexyl)-DL-serine). RXN SMILES: [OH:1][CH2:2][C:3]([C@H:5]([C@@H:7]([C@@H:9]([CH2:11][OH:12])O)[OH:8])[OH:6])=[O:4].[NH2:13][CH:14]([C:17]([OH:19])=[O:18])[CH2:15][OH:16]>[Ni]>[OH:12][CH2:11][CH:9]([NH:13][CH:14]([C:17]([OH:19])=[O:18])[CH2:15][OH:16])[CH:7]([OH:8])[CH:5]([OH:6])[CH:3]([OH:4])[CH2:2][OH:1]. Procedure: The product, obtained in the form of a resin, was made from D-fructose and DL-serine using Raney nickel as a catalyst and heating for 2 hours to 50° C. and for 3 hours to 70° C. The reactants are 15.7, CC1(NC(CC(C1)O)(C)C)C (2,2,6,6-tetramethylpiperidin-4-ol), BrCC(=O)OCC (ethyl bromoacetate), C(C)O (ethyl alcohol). The product is C(C)ON1C(C(C(CC1(C)C)O)C=C=O)(C)C (1-ethoxy-carbonylmethyl-2,2,6,6-tetramethylpiperidin-4-ol). RXN SMILES: [CH3:1][C:2]1([CH3:11])[CH2:7][CH:6]([OH:8])[CH2:5][C:4]([CH3:10])([CH3:9])[NH:3]1.Br[CH2:13][C:14](OCC)=[O:15].[CH2:19]([OH:21])[CH3:20]>>[CH2:19]([O:21][N:3]1[C:4]([CH3:10])([CH3:9])[CH2:5][CH:6]([OH:8])[CH:7]([CH:13]=[C:14]=[O:15])[C:2]1([CH3:11])[CH3:1])[CH3:20]. Reported procedure: A mixture of 15.7 parts of 2,2,6,6-tetramethylpiperidin-4-ol and 8.3 parts of ethyl bromoacetate in 50 parts of ethyl alcohol was heated at reflux for 48 hours. The cooled reaction mixture was filtered to remove 2,2,6,6-tetramethylpiperidin-4-ol hydrobromide and the solvent removed by distillation in vacuo. The residue was triturated with 40°-60°C petroleum ether to remove the unreacted 2,2,6,6-tetramethylpiperidin-4-ol. The filtrate was then distilled under reduced pressure to yield pure 1-etho... Reactants: OC=1C=C(C=O)C=C(C1OC)OC (3-hydroxy-4,5-dimethoxybenzaldehyde), SC1=C(C=CC=C1)CO ((2-mercaptophenyl)methanol), Cl (hydrogen chloride). The solvent is ClCCl (dichloromethane). Yields the product S1C(OCC2=C1C=CC=C2)C=2C=C(C(=C(C2)O)OC)OC (5-(4H-benzo[d][1,3]oxathiin-2-yl)-2,3-dimethoxyphenol). Reaction SMILES: [OH:1][C:2]1[CH:3]=[C:4]([CH:7]=[C:8]([O:12][CH3:13])[C:9]=1[O:10][CH3:11])[CH:5]=[O:6].[SH:14][C:15]1[CH:20]=[CH:19][CH:18]=[CH:17][C:16]=1[CH2:21]O.Cl>ClCCl>[S:14]1[C:15]2[CH:20]=[CH:19][CH:18]=[CH:17][C:16]=2[CH2:21][O:6][CH:5]1[C:4]1[CH:7]=[C:8]([O:12][CH3:13])[C:9]([O:10][CH3:11])=[C:2]([OH:1])[CH:3]=1. Reported procedure: Following the same procedure as outlined in Example 1 step b), 3-hydroxy-4,5-dimethoxybenzaldehyde (1.08 g, 5.95 mmol) and (2-mercaptophenyl)methanol (1 g, 7.14 mmol) in dichloromethane (30 ml) %% ere treated with hydrogen chloride gas. After workup and chromatography, as in example 1 step b), the subtitle compound was obtained (1.06 g, 59%) as a white solid. 1H NMR (300 MHz, CDCl3, ppm) δ 3.88 (s, 3H); 3.89 (s, 3H); 5.04-5.14 (m, 2H); 5.85 (s, 1H); 6.01 (s, 1H); 6.72 (d, J=2 Hz, 1H); 6.76 (d, J...